Dataset: the Open Reaction Database (ORD), a public repository of structured organic reaction records. Task: describe an organic reaction: reactants, conditions, products, and yield Starting materials: C=CC(CC(=O)OCC)c1cnc(C)nc1, C1CCOC1, B1C2CCCC1CCC2, [Na+], O=C([O-])O. Yields the product CCOC(=O)CC(CCO)c1cnc(C)nc1. As a reaction SMILES: [CH2:1]([CH3:2])[O:3][C:4]([CH2:5][CH:6]([CH:7]=[CH2:8])[c:9]1[cH:10][n:11][c:12]([CH3:15])[n:13][cH:14]1)=[O:16].[CH2:31]1[O:32][CH2:33][CH2:34][CH2:35]1.[CH:17]12[CH2:18][CH2:19][CH2:20][CH:21]([BH:22]1)[CH2:23][CH2:24][CH2:25]2.[Na+:30].[O-:26][C:27]([OH:28])=[O:29]>>[CH2:1]([CH3:2])[O:3][C:4]([CH2:5][CH:6]([CH2:7][CH2:8][OH:26])[c:9]1[cH:10][n:11][c:12]([CH3:15])[n:13][cH:14]1)=[O:16]. Reaction SMILES: [CH3:1][O:2][c:3]1[cH:4][cH:5][c:6]([P:7]2(=[S:10])[S:8][P:9]([c:11]3[cH:12][cH:13][c:14]([O:15][CH3:16])[cH:17][cH:18]3)(=[S:19])[S:20]2)[cH:21][cH:22]1.[CH3:40][c:41]1[cH:42][cH:43][cH:44][cH:45][cH:46]1.[c:23]1([C:29]#[C:30][c:31]2[cH:32][n:33][cH:34][c:35]([C:36](=[O:37])[NH2:38])[cH:39]2)[cH:24][cH:25][cH:26][cH:27][cH:28]1>>[S:10]=[C:36]([c:35]1[cH:34][n:33][cH:32][c:31]([C:30]#[C:29][c:23]2[cH:24][cH:25][cH:26][cH:27][cH:28]2)[cH:39]1)[NH2:38]. The reactants are COc1ccc(P2(=S)SP(=S)(c3ccc(OC)cc3)S2)cc1, Cc1ccccc1, NC(=O)c1cncc(C#Cc2ccccc2)c1. Yields the product NC(=S)c1cncc(C#Cc2ccccc2)c1. Starting materials: CC(C)(NC(=O)OCc1ccccc1)c1nc(-c2ccncn2)cc(=O)[nH]1, COS(=O)(=O)OC, [LiH], C1COCCO1, O. Product: Cn1c(C(C)(C)NC(=O)OCc2ccccc2)nc(-c2ccncn2)cc1=O. As a reaction SMILES: [CH2:1]([c:2]1[cH:3][cH:4][cH:5][cH:6][cH:7]1)[O:8][C:9]([NH:10][C:11]([CH3:12])([c:13]1[nH:14][c:15](=[O:25])[cH:16][c:17](-[c:19]2[n:20][cH:21][n:22][cH:23][cH:24]2)[n:18]1)[CH3:26])=[O:27].[CH3:29][O:30][S:31]([O:32][CH3:33])(=[O:34])=[O:35].[LiH:28].[O:37]1[CH2:38][CH2:39][O:40][CH2:41][CH2:42]1.[OH2:36]>>[CH2:1]([c:2]1[cH:3][cH:4][cH:5][cH:6][cH:7]1)[O:8][C:9]([NH:10][C:11]([CH3:12])([c:13]1[n:14]([CH3:29])[c:15](=[O:25])[cH:16][c:17](-[c:19]2[n:20][cH:21][n:22][cH:23][cH:24]2)[n:18]1)[CH3:26])=[O:27]. Reactants: [H-].[Na+] (Sodium hydride), Cl (hydrogen chloride), C1(CCCCC1)CN1C=C(C2=CC=CC(=C12)OC)C(=N)NO (1-(cyclohexyl)methyl-N-hydroxy-7-methoxy-1H-indole-3-carboxamidine), COC(CN(C)C)=O (N,N-dimethylglycine methyl ester). Solvent: O1CCCC1 (tetrahydrofuran), C(C)(C)O (isopropanol). Reaction conditions: time 30 minute. The product is Cl.C1(CCCCC1)CN1C=C(C2=CC=CC(=C12)OC)C1=NOC(=N1)CN(C)C (1-(Cyclohexyl)methyl-3-{5-[(dimethylamino)methyl]-[1,2,4]oxadiazol-3-yl}-7-methoxy-1H-indole, hydrochloride salt). RXN SMILES: [CH:1]1([CH2:7][N:8]2[C:16]3[C:11](=[CH:12][CH:13]=[CH:14][C:15]=3[O:17][CH3:18])[C:10]([C:19]([NH:21][OH:22])=[NH:20])=[CH:9]2)[CH2:6][CH2:5][CH2:4][CH2:3][CH2:2]1.[H-].[Na+].CO[C:27](=O)[CH2:28][N:29]([CH3:31])[CH3:30].[ClH:33]>O1CCCC1.C(O)(C)C>[ClH:33].[CH:1]1([CH2:7][N:8]2[C:16]3[C:11](=[CH:12][CH:13]=[CH:14][C:15]=3[O:17][CH3:18])[C:10]([C:19]3[N:20]=[C:27]([CH2:28][N:29]([CH3:31])[CH3:30])[O:22][N:21]=3)=[CH:9]2)[CH2:2][CH2:3][CH2:4][CH2:5][CH2:6]1 |f:1.2,7.8|. Procedure: Molecular sieves (4 Å, powdered, 200 mg) were added to a suspension of 1-(cyclohexyl)methyl-N-hydroxy-7-methoxy-1H-indole-3-carboxamidine (250 mg, 0.829 mmol) in tetrahydrofuran (6 ml) under nitrogen, and the mixture was stirred at room temperature for 30 min. Sodium hydride (60% suspension in oil, 36 mg, 0.900 mmol) was added, then the resulting mixture was stirred at 60° C. for 20 min. The reaction mixture was cooled to room temperature and N,N-dimethylglycine methyl ester (194 mg, 1.66 mmol) ... Starting materials: C(\C=C\CC)(=O)OC (methyl 2-trans-pentenoate), N1CCOCC1 (morpholine). Reaction conditions: temperature 100 celsius. Yields the product O1CCN(CC1)C(CC(=O)OC)CC (methyl 3-morpholinovalerate). Reaction SMILES: [C:1]([O:7][CH3:8])(=[O:6])/[CH:2]=[CH:3]/[CH2:4][CH3:5].[NH:9]1[CH2:14][CH2:13][O:12][CH2:11][CH2:10]1>>[O:12]1[CH2:13][CH2:14][N:9]([CH:3]([CH2:4][CH3:5])[CH2:2][C:1]([O:7][CH3:8])=[O:6])[CH2:10][CH2:11]1. Reported procedure: A mixture of 171 g of methyl 2-trans-pentenoate and 130.5 g of morpholine was heated for 46 hours at 100° C. After distillation of the reaction mixture over a Vigreux column, 179 g (59% of theory) of methyl 3-morpholinovalerate of boiling point 85° C./0.4 mbar, nD20 =1.4610, were obtained. Reported procedure: To an oven dried 250 mL flask, 2.77 g of 2A (1 eq), 1.85 g Zn(CN)2 (1.8 eq), 68 mg of Zn powder and 160 mg (0.02 eq) of Pd2 dba3 were added followed by 75 mL of dry DMF. Under magnetic stirring, 1.07 mL of 10% hexane solution (0.04 eq) of PtBu3 was added and the mixture was stirred at room temperature for a period of 30 min followed by heating at 100° C. for another 35 min. The mixture was cooled to room temperature and poured into ice water. The solid was collected, washed with water and dried.... Yields the product [N+](=O)([O-])C1=CC=C(C=C1)C=1NC2=CC(=CC=C2C1)C#N (2-(4-Nitro-phenyl)-1H-indole-6-carbonitrile). RXN SMILES: Br[C:2]1[CH:10]=[C:9]2[C:5]([CH:6]=[C:7]([C:11]3[CH:16]=[CH:15][C:14]([N+:17]([O-:19])=[O:18])=[CH:13][CH:12]=3)[NH:8]2)=[CH:4][CH:3]=1.CCCCCC.P(C(C)(C)C)(C(C)(C)C)C(C)(C)C.[CH3:39][N:40](C=O)C>[C-]#N.[C-]#N.[Zn+2].[Zn].C1C=CC(/C=C/C(/C=C/C2C=CC=CC=2)=O)=CC=1.C1C=CC(/C=C/C(/C=C/C2C=CC=CC=2)=O)=CC=1.C1C=CC(/C=C/C(/C=C/C2C=CC=CC=2)=O)=CC=1.[Pd].[Pd]>[N+:17]([C:14]1[CH:15]=[CH:16][C:11]([C:7]2[NH:8][C:9]3[C:5]([CH:6]=2)=[CH:4][CH:3]=[C:2]([C:39]#[N:40])[CH:10]=3)=[CH:12][CH:13]=1)([O-:19])=[O:18] |f:4.5.6,8.9.10.11.12|. The reagents and catalysts are [C-]#N.[C-]#N.[Zn+2] (Zn(CN)2), [Zn] (Zn), C=1C=CC(=CC1)/C=C/C(=O)/C=C/C2=CC=CC=C2.C=1C=CC(=CC1)/C=C/C(=O)/C=C/C2=CC=CC=C2.C=1C=CC(=CC1)/C=C/C(=O)/C=C/C2=CC=CC=C2.[Pd].[Pd] (Pd2 dba3). Conditions: time 30 minute. The reactants are ice water, CCCCCC (hexane), P(C(C)(C)C)(C(C)(C)C)C(C)(C)C (PtBu3), CN(C)C=O (DMF), BrC1=CC=C2C=C(NC2=C1)C1=CC=C(C=C1)[N+](=O)[O-] (6-Bromo-2-(4-nitro-phenyl)-1H-indole). Starting materials: O=C([O-])[O-], CS(C)=O, O=[N+]([O-])c1ccccc1F, [K+], [K+], NCCc1ccccc1, O. Yields the product O=[N+]([O-])c1ccccc1NCCc1ccccc1. As a reaction SMILES: [C:20](=[O:21])([O-:22])[O-:23].[CH3:27][S:28]([CH3:29])=[O:30].[F:10][c:11]1[c:12]([N+:17](=[O:18])[O-:19])[cH:13][cH:14][cH:15][cH:16]1.[K+:24].[K+:25].[NH2:1][CH2:2][CH2:3][c:4]1[cH:5][cH:6][cH:7][cH:8][cH:9]1.[OH2:26]>>[NH:1]([CH2:2][CH2:3][c:4]1[cH:5][cH:6][cH:7][cH:8][cH:9]1)[c:11]1[c:12]([N+:17](=[O:18])[O-:19])[cH:13][cH:14][cH:15][cH:16]1. The reactants are CC1CO1, Cc1ccccc1, Fc1ccc2c(C3CCNCC3)n[nH]c2c1. Yields the product CC(O)CN1CCC(c2n[nH]c3cc(F)ccc23)CC1. RXN SMILES: [CH2:17]1[CH:18]([CH3:19])[O:20]1.[CH3:21][c:22]1[cH:23][cH:24][cH:25][cH:26][cH:27]1.[F:1][c:2]1[cH:3][cH:4][c:5]2[c:6]([CH:11]3[CH2:12][CH2:13][NH:14][CH2:15][CH2:16]3)[n:7][nH:8][c:9]2[cH:10]1>>[F:1][c:2]1[cH:3][cH:4][c:5]2[c:6]([CH:11]3[CH2:12][CH2:13][N:14]([CH2:17][CH:18]([CH3:19])[OH:20])[CH2:15][CH2:16]3)[n:7][nH:8][c:9]2[cH:10]1.